The task is: describe an organic reaction: reactants, conditions, products, and yield. This data is from the Open Reaction Database (ORD), a public repository of structured organic reaction records. Starting materials: C(Cl)(Cl)Cl (chloroform), COC=1C=C(C=CC1OC)CCN (2-(3,4-dimethoxyphenyl)-ethylamine), ClC(C(O)O)(Cl)Cl (chloral hydrate). Solvent: O (water), O (water). Conditions: temperature 120 celsius, time 20 minute. The product is C(=O)NCCC1=CC(=C(C=C1)OC)OC (N-Formyl-2-(3,4-dimethoxyphenyl)-ethylamine). RXN SMILES: [CH3:1][O:2][C:3]1[CH:4]=[C:5]([CH2:11][CH2:12][NH2:13])[CH:6]=[CH:7][C:8]=1[O:9][CH3:10].ClC(Cl)(Cl)[CH:16](O)[OH:17].C(Cl)(Cl)Cl>O>[CH:16]([NH:13][CH2:12][CH2:11][C:5]1[CH:6]=[CH:7][C:8]([O:9][CH3:10])=[C:3]([O:2][CH3:1])[CH:4]=1)=[O:17]. Procedure details: First, 2-(3,4-dimethoxyphenyl)-ethylamine (181.2 g, 1 mol) and chloral hydrate (181 g, 1.1 mol) are mixed together and heated to 120° C., with stirring, for 20 minutes and any volatile components (chloroform and water) are eliminated in a water jet vacuum at an oil bath temperature of 140° C. An oil is left behind which is further processed without any purification. Starting materials: Cl.Cl.CN(C1=CC=C(CC(C)N)C=C1)C (4-dimethylamino-α-methylphenethylamine dihydrochloride), C(C)(=O)[O-].[Na+] (sodium acetate), BrBr (bromine). The solvent is C(C)(=O)O (acetic acid), C(C)(=O)O (acetic acid). Run at time 2 hour. Product: Cl.Cl.BrC=1C=C(CC(C)N)C=CC1N(C)C (3-BROMO-4-DIMETHYLAMINO-α-METHYLPHENETHYLAMINE DIHYDROCHLORIDE). As a reaction SMILES: [ClH:1].Cl.[CH3:3][N:4]([CH3:15])[C:5]1[CH:14]=[CH:13][C:8]([CH2:9][CH:10]([NH2:12])[CH3:11])=[CH:7][CH:6]=1.C([O-])(=O)C.[Na+].[Br:21]Br>C(O)(=O)C>[ClH:1].[ClH:1].[Br:21][C:6]1[CH:7]=[C:8]([CH:13]=[CH:14][C:5]=1[N:4]([CH3:3])[CH3:15])[CH2:9][CH:10]([NH2:12])[CH3:11] |f:0.1.2,3.4,7.8.9|. Reported procedure: To a mixture of 2.51 g of 4-dimethylamino-α-methylphenethylamine dihydrochloride and 5.0 g of anhydrous sodium acetate in 50 ml of acetic acid is added dropwise with stirring a solution of 0.51 ml of bromine in 50 ml of acetic acid. The mixture is stirred at room temperature for 2 hours. The solvent is evaporated and the residue dissolved in 200 ml of water. The solution is alkalized with sodium hydroxide and extracted with ether. The ether extract is dried over anhydrous sodium sulphate and aci... Starting materials: CC1(C)C2CCC1(CS(=O)(=O)O)C(=O)C2, CCOCC, CCO, Cc1ccccc1, CCCCCC, O=C(Cc1ccc(F)cc1)N=C=S, Nc1ccc(Oc2ccnc(NC(=O)N3CCC(CN4CCC4)CC3)c2)cc1. Product: O=C(Cc1ccc(F)cc1)NC(=S)Nc1ccc(Oc2ccnc(NC(=O)N3CCC(CN4CCC4)CC3)c2)cc1. Reaction SMILES: [C:29]12([CH2:30][S:31]([OH:32])(=[O:33])=[O:34])[C:35]([CH3:36])([CH3:37])[CH:38]([CH2:39][CH2:40]1)[CH2:41][C:42]2=[O:43].[CH3:57][CH2:58][O:59][CH2:60][CH3:61].[CH3:62][CH2:63][OH:64].[CH3:65][c:66]1[cH:67][cH:68][cH:69][cH:70][cH:71]1.[CH3:72][CH2:73][CH2:74][CH2:75][CH2:76][CH3:77].[F:44][c:45]1[cH:46][cH:47][c:48]([CH2:51][C:52](=[O:53])[N:54]=[C:55]=[S:56])[cH:49][cH:50]1.[NH2:1][c:2]1[cH:3][cH:4][c:5]([O:6][c:7]2[cH:8][c:9]([NH:13][C:14](=[O:15])[N:16]3[CH2:17][CH2:18][CH:19]([CH2:22][N:23]4[CH2:24][CH2:25][CH2:26]4)[CH2:20][CH2:21]3)[n:10][cH:11][cH:12]2)[cH:27][cH:28]1>>[NH:1]([c:2]1[cH:3][cH:4][c:5]([O:6][c:7]2[cH:8][c:9]([NH:13][C:14](=[O:15])[N:16]3[CH2:17][CH2:18][CH:19]([CH2:22][N:23]4[CH2:24][CH2:25][CH2:26]4)[CH2:20][CH2:21]3)[n:10][cH:11][cH:12]2)[cH:27][cH:28]1)[C:55]([NH:54][C:52]([CH2:51][c:48]1[cH:47][cH:46][c:45]([F:44])[cH:50][cH:49]1)=[O:53])=[S:56].